From a dataset of the Open Reaction Database (ORD), a public repository of structured organic reaction records. describe an organic reaction: reactants, conditions, products, and yield Starting materials: [Cl-].[NH4+] (ammonium chloride), solution, C(CCC)[Li] (butyl lithium), IC1=C(C=CC=C1)CCCC(CC)=O (6-(2-iodophenyl)-3-hexanone), IC1=C(C=CC=C1)CCCC(CC)=O (6-(2-iodophenyl)-3-hexanone). Reagents/catalysts: [Br-].C[P+](C1=CC=CC=C1)(C1=CC=CC=C1)C1=CC=CC=C1 (methyltriphenylphosphonium bromide). Run in CCOCC (ether), CCOCC (ether). Reaction conditions: temperature 0 celsius, time 45 minute. Product: C(C)C(CCCC1=C(C=CC=C1)I)=C (1-(4-Ethyl-4-penten-1-yl)-2-iodobenzene). The yield is 59.6%. Reaction SMILES: [CH2:1]([Li])[CH2:2][CH2:3][CH3:4].[I:6][C:7]1[CH:12]=[CH:11][CH:10]=[CH:9][C:8]=1[CH2:13][CH2:14][CH2:15]C(=O)CC.[Cl-].[NH4+]>[Br-].C[P+](C1C=CC=CC=1)(C1C=CC=CC=1)C1C=CC=CC=1.CCOCC>[CH2:2]([C:3](=[CH2:4])[CH2:15][CH2:14][CH2:13][C:8]1[CH:9]=[CH:10][CH:11]=[CH:12][C:7]=1[I:6])[CH3:1] |f:2.3,4.5|. Procedure details: A suspension of methyltriphenylphosphonium bromide (21.76 g, 61 mmol) in dry ether (300 ml) was stirred at 0° C. under nitrogen. To this was added a 1.6M solution of butyl lithium (33.3 ml, 53.3 mmole) dropwise. Stirring at 0° C. was continued for 45 min then a solution of 6-(2-iodophenyl)-3-hexanone (Intermediate 10) (11.5 g, 38 mmol) in dry ether (40 ml) was added dropwise. Stirring at 0° C. was continued for 3 hours after which time aqueous ammonium chloride solution was added and the mixture... Starting materials: CN(Cc1ccc(C(C)(C)C)cc1)Cc1cccc(Br)c1, [Li]CCCC, CCCCCC, CC(=O)C(C)C, [Cl-], [NH4+], C1CCOC1. The product is CC(C)C(C)(O)c1cccc(CN(C)Cc2ccc(C(C)(C)C)cc2)c1. As a reaction SMILES: [C:1]([CH3:2])([CH3:3])([CH3:4])[c:5]1[cH:6][cH:7][c:8]([CH2:9][N:10]([CH3:11])[CH2:12][c:13]2[cH:14][c:15]([Br:19])[cH:16][cH:17][cH:18]2)[cH:20][cH:21]1.[CH2:22]([Li:23])[CH2:24][CH2:25][CH3:26].[CH3:27][CH2:28][CH2:29][CH2:30][CH2:31][CH3:32].[CH3:33][CH:34]([C:35]([CH3:36])=[O:37])[CH3:38].[Cl-:39].[NH4+:40].[O:41]1[CH2:42][CH2:43][CH2:44][CH2:45]1>>[C:1]([CH3:2])([CH3:3])([CH3:4])[c:5]1[cH:6][cH:7][c:8]([CH2:9][N:10]([CH3:11])[CH2:12][c:13]2[cH:14][c:15]([C:35]([CH:34]([CH3:33])[CH3:38])([CH3:36])[OH:37])[cH:16][cH:17][cH:18]2)[cH:20][cH:21]1. Starting materials: CS(C)=O, CN(C)C1CCc2ccccc2C(O)C1, O=[N+]([O-])c1ccccc1Cl, [OH-]. Yields the product CN(C)C1CCc2ccccc2C(Oc2ccccc2[N+](=O)[O-])C1. Reaction SMILES: [CH3:27][S:28]([CH3:29])=[O:30].[CH3:2][N:3]([CH:4]1[CH2:5][CH:6]([OH:15])[c:7]2[c:8]([cH:11][cH:12][cH:13][cH:14]2)[CH2:9][CH2:10]1)[CH3:16].[Cl:17][c:18]1[c:19]([N+:24](=[O:25])[O-:26])[cH:20][cH:21][cH:22][cH:23]1.[OH-:1]>>[CH3:2][N:3]([CH:4]1[CH2:5][CH:6]([O:15][c:18]2[c:19]([N+:24](=[O:25])[O-:26])[cH:20][cH:21][cH:22][cH:23]2)[c:7]2[c:8]([cH:11][cH:12][cH:13][cH:14]2)[CH2:9][CH2:10]1)[CH3:16]. Reactants: C=CCOc1cc(CO)cc(OCC=C)c1Br, CC(=O)[O-], ClCCl, [Na+], O=[Cr](=O)([O-])Cl, c1cc[nH+]cc1. Product: C=CCOc1cc(C=O)cc(OCC=C)c1Br. As a reaction SMILES: [CH2:17]([CH:18]=[CH2:19])[O:20][c:21]1[cH:22][c:23]([CH2:32][OH:33])[cH:24][c:25]([O:28][CH2:29][CH:30]=[CH2:31])[c:26]1[Br:27].[CH3:13][C:14](=[O:15])[O-:16].[Cl:34][CH2:35][Cl:36].[Na+:12].[O:1]=[Cr:2]([Cl:3])([O-:4])=[O:5].[nH+:6]1[cH:7][cH:8][cH:9][cH:10][cH:11]1>>[CH2:17]([CH:18]=[CH2:19])[O:20][c:21]1[cH:22][c:23]([CH:32]=[O:33])[cH:24][c:25]([O:28][CH2:29][CH:30]=[CH2:31])[c:26]1[Br:27]. Reactants: O=[O+][O-] (ozone), COC(C(C(CC(=O)O)C1=CC(=CC=C1)F)CC=C)=O (2-Allyl-3-(3-fluoro-phenyl)-pentanedioic acid 1-methyl ester), C1=CC=C(C=C1)P(C2=CC=CC=C2)C3=CC=CC=C3 (PPh3). Solvent: C(Cl)Cl (CH2Cl2). Conditions: time 30 minute. The product is COC(C(C(CC(=O)O)C1=CC(=CC=C1)F)CC=O)=O (3-(3-Fluoro-phenyl)-2-(2-oxo-ethyl)-pentanedioic acid 1-methyl ester). RXN SMILES: [CH3:1][O:2][C:3](=[O:20])[CH:4]([CH2:17][CH:18]=C)[CH:5]([C:10]1[CH:15]=[CH:14][CH:13]=[C:12]([F:16])[CH:11]=1)[CH2:6][C:7]([OH:9])=[O:8].[O:21]=[O+][O-].C1C=CC(P(C2C=CC=CC=2)C2C=CC=CC=2)=CC=1>C(Cl)Cl>[CH3:1][O:2][C:3](=[O:20])[CH:4]([CH2:17][CH:18]=[O:21])[CH:5]([C:10]1[CH:15]=[CH:14][CH:13]=[C:12]([F:16])[CH:11]=1)[CH2:6][C:7]([OH:9])=[O:8]. Procedure details: A mixture of 2-allyl-3-(3-fluoro-phenyl)-pentanedioic acid 1-methyl ester (2-5) (1.01 g, 3.28 mmol) and Sudan Red B (0.01 g) in 100 mL CH2Cl2 was treated with ozone at -78° C. for 20 min. Then excess ozone was purged with argon, followed with the addition of PPh3 (2.00 g, 7.63 mmol). The mixture was stirred for 30 min and concentrated under diminished pressure. The residue was purified by flash silica chromatography (EtOAc/Hexane, 1:3) to provide the desired product as two separated pairs of ena... Reactants: C1CCOC1, CCOC(C)=O, Nc1ccc(CC(=O)O)cc1, Cc1cc(C(=O)Nc2cccc(C(=O)c3ccc4c(c3)NC(=O)C4=CO)c2)n(C)n1. Yields the product Cc1cc(C(=O)Nc2cccc(C(=O)c3ccc4c(c3)NC(=O)C4=CNc3ccc(CC(=O)O)cc3)c2)n(C)n1. As a reaction SMILES: [CH2:31]1[O:32][CH2:33][CH2:34][CH2:35]1.[CH3:47][CH2:48][O:49][C:50]([CH3:51])=[O:52].[NH2:36][c:37]1[cH:38][cH:39][c:40]([CH2:43][C:44](=[O:45])[OH:46])[cH:41][cH:42]1.[OH:1][CH:2]=[C:3]1[C:4](=[O:30])[NH:5][c:6]2[cH:7][c:8]([C:12](=[O:13])[c:14]3[cH:15][c:16]([NH:20][C:21](=[O:22])[c:23]4[n:24]([CH3:29])[n:25][c:26]([CH3:28])[cH:27]4)[cH:17][cH:18][cH:19]3)[cH:9][cH:10][c:11]21>>[CH:2](=[C:3]1[C:4](=[O:30])[NH:5][c:6]2[cH:7][c:8]([C:12](=[O:13])[c:14]3[cH:15][c:16]([NH:20][C:21](=[O:22])[c:23]4[n:24]([CH3:29])[n:25][c:26]([CH3:28])[cH:27]4)[cH:17][cH:18][cH:19]3)[cH:9][cH:10][c:11]21)[NH:36][c:37]1[cH:38][cH:39][c:40]([CH2:43][C:44](=[O:45])[OH:46])[cH:41][cH:42]1. Starting materials: O=C([O-])O, COC(=O)C(C)c1ccc2cc(OC)ccc2c1, COc1ccc2cc(C(OC)(OC)C(C)OS(C)(=O)=O)ccc2c1, CO, [Na+], O. Product: COc1ccc2cc(C(C)C(=O)O)ccc2c1. RXN SMILES: [C:19](=[O:20])([OH:21])[O-:22].[CH3:1][O:2][c:3]1[cH:4][c:5]2[cH:6][cH:7][c:8]([CH:13]([C:14](=[O:15])[O:16][CH3:17])[CH3:18])[cH:9][c:10]2[cH:11][cH:12]1.[CH3:24][S:25]([O:26][CH:27]([CH3:28])[C:29]([O:30][CH3:31])([O:32][CH3:33])[c:34]1[cH:35][cH:36][c:37]2[c:38]([cH:39][cH:40][c:41]([O:42][CH3:43])[cH:44]2)[cH:45]1)(=[O:46])=[O:47].[CH3:49][OH:50].[Na+:23].[OH2:48]>>[CH3:1][O:2][c:3]1[cH:4][c:5]2[cH:6][cH:7][c:8]([CH:13]([C:14](=[O:15])[OH:16])[CH3:18])[cH:9][c:10]2[cH:11][cH:12]1. The reactants are ClC1=C2N=CN(C2=NC=N1)[C@@H]1C[C@@H]([C@@H]2[C@H]1OC(O2)(C)C)CO ((3aR,4R,6R,6aS)-[6-(6-chloro-purin-9-yl)-2,2-dimethyltetrahydro-cyclopenta[1,3]dioxol-4-yl]-methanol), C(=O)(OC(C)(C)C)NS(=O)=O (N-Boc-sulfonamide), C1(=CC=CC=C1)P(C1=CC=CC=C1)C1=CC=CC=C1 (triphenylphosphine), N(=NC(=O)OC(C)C)C(=O)OC(C)C (diisopropyl azodicarboxylate). The solvent is CCOC(=O)C (EtOAc), CCOC(=O)C (EtOAc). Run at time 8 hour. Product: C1(=CC=CC=C1)P(C1=CC=CC=C1)(C1=CC=CC=C1)=O (triphenylphosphine oxide). As a reaction SMILES: ClC1N=CN=C2C=1N=CN2[C@H]1[C@@H]2[O:16]C(C)(C)O[C@@H]2[C@@H](CO)C1.C(NS(=O)=O)(OC(C)(C)C)=O.[C:34]1([P:40]([C:47]2[CH:52]=[CH:51][CH:50]=[CH:49][CH:48]=2)[C:41]2[CH:46]=[CH:45][CH:44]=[CH:43][CH:42]=2)[CH:39]=[CH:38][CH:37]=[CH:36][CH:35]=1.N(C(OC(C)C)=O)=NC(OC(C)C)=O>CCOC(C)=O>[C:47]1([P:40](=[O:16])([C:34]2[CH:35]=[CH:36][CH:37]=[CH:38][CH:39]=2)[C:41]2[CH:46]=[CH:45][CH:44]=[CH:43][CH:42]=2)[CH:48]=[CH:49][CH:50]=[CH:51][CH:52]=1. Reported procedure: To a solution of ((3aR,4R,6R,6aS)-[6-(6-chloro-purin-9-yl)-2,2-dimethyltetrahydro-cyclopenta[1,3]dioxol-4-yl]-methanol (Yang, M.; Wei, Y.; Schneller, S. W. J. Org. Chem. 2004, 69, 3993-3996) (250.0 mg, 0.77 mmol), N-Boc-sulfonamide (226.6 mg, 1.16 mmol) and triphenylphosphine (242.3 mg, 0.92 mol) in EtOAc (8 mL) was added diisopropyl azodicarboxylate (227.3 μL, 1.16 mmol) dropwise as a solution in EtOAc (1 mL). The reaction was stirred at r.t. overnight, quenched with water and extracted with Et... Reactants: O=C1CCN(CC1)C1=C(C=C(C=C1)N1C(O[C@H](C1)CNC(C)=O)=O)F ((S)—N-{3-[4-(4-oxo-piperidin-1-yl)-3-fluorophenyl]-2-oxo-oxazolidin-5-ylmethyl}-acetamide), [Br-] (bromide), O1CCCC1 (tetrahydrofuran). Yields the product CC1(CCN(CC1)C1=C(C=C(C=C1)N1C(O[C@H](C1)CNC(C)=O)=O)F)O ((S)—N-{3-[4-(4-Methyl-4-hydroxy piperidin-1-yl)-3-fluorophenyl]-2-oxo-oxazolidin-5-ylmethyl}-acetamide). Isolated yield 71.0%. As a reaction SMILES: [O:1]=[C:2]1[CH2:7][CH2:6][N:5]([C:8]2[CH:13]=[CH:12][C:11]([N:14]3[CH2:18][C@H:17]([CH2:19][NH:20][C:21](=[O:23])[CH3:22])[O:16][C:15]3=[O:24])=[CH:10][C:9]=2[F:25])[CH2:4][CH2:3]1.[Br-].O1CCC[CH2:28]1>>[CH3:28][C:2]1([OH:1])[CH2:3][CH2:4][N:5]([C:8]2[CH:13]=[CH:12][C:11]([N:14]3[CH2:18][C@H:17]([CH2:19][NH:20][C:21](=[O:23])[CH3:22])[O:16][C:15]3=[O:24])=[CH:10][C:9]=2[F:25])[CH2:6][CH2:7]1. Procedure details: The title compound was prepared by reacting (S)—N-{3-[4-(4-oxo-piperidin-1-yl)-3-fluorophenyl]-2-oxo-oxazolidin-5-ylmethyl}-acetamide (1.2 mmol) with methylmagnecium bromide (1.32 mmol) in tetrahydrofuran (20 ml) at a temperature 0° C. to 25° C. for twelve hours and by purifying the compound by silica gel column chromatography in 71% yield.